From a dataset of the Open Reaction Database (ORD), a public repository of structured organic reaction records. describe an organic reaction: reactants, conditions, products, and yield The reactants are O=C([O-])[O-], Cc1c[nH]cn1, CN(C)C=O, CC(=O)c1ccc(F)cc1, [K+], [K+]. Yields the product CC(=O)c1ccc(-n2cnc(C)c2)cc1. RXN SMILES: [C:17](=[O:18])([O-:19])[O-:20].[CH3:11][c:12]1[n:13][cH:14][nH:15][cH:16]1.[CH3:23][N:24]([CH3:25])[CH:26]=[O:27].[F:1][c:2]1[cH:3][cH:4][c:5]([C:8]([CH3:9])=[O:10])[cH:6][cH:7]1.[K+:21].[K+:22]>>[c:2]1(-[n:15]2[cH:14][n:13][c:12]([CH3:11])[cH:16]2)[cH:3][cH:4][c:5]([C:8]([CH3:9])=[O:10])[cH:6][cH:7]1. Reaction SMILES: [Cl-:1].[F:17][c:18]1[cH:19][cH:20][c:21](-[n:24]2[n:25][cH:26][c:27]3[cH:28][c:29]([I:33])[cH:30][cH:31][c:32]23)[cH:22][cH:23]1.[F:2][c:3]1[c:4]([O:5][CH2:6][CH:7]([CH:8]([CH3:9])[NH3+:10])[OH:11])[cH:12][cH:13][c:14]([F:16])[cH:15]1>>[F:2][c:3]1[c:4]([O:5][CH2:6][CH:7]([CH:8]([CH3:9])[NH2:10])[O:11][c:29]2[cH:28][c:27]3[cH:26][n:25][n:24](-[c:21]4[cH:20][cH:19][c:18]([F:17])[cH:23][cH:22]4)[c:32]3[cH:31][cH:30]2)[cH:12][cH:13][c:14]([F:16])[cH:15]1. Product: CC(N)C(COc1ccc(F)cc1F)Oc1ccc2c(cnn2-c2ccc(F)cc2)c1. The reactants are [Cl-], Fc1ccc(-n2ncc3cc(I)ccc32)cc1, CC([NH3+])C(O)COc1ccc(F)cc1F. The reactants are FC=1C=CC(=C(C1)C1=C2C(=NC=C1)N(C(=C2)I)S(=O)(=O)C2=CC=CC=C2)OC (4-(5-fluoro-2-methoxyphenyl)-2-iodo-1-(phenylsulfonyl)-1H-pyrrolo[2,3-b]pyridine), [OH-].[Na+] (sodium hydroxide). Run in C(C)(=O)OCC (ethyl acetate), O1CCOCC1 (dioxane). Conditions: temperature 100 celsius. The product is FC=1C=CC(=C(C1)C1=C2C(=NC=C1)NC(=C2)I)OC (4-(5-fluoro-2-methoxyphenyl)-2-iodo-1H-pyrrolo[2,3-b]pyridine). As a reaction SMILES: [F:1][C:2]1[CH:3]=[CH:4][C:5]([O:27][CH3:28])=[C:6]([C:8]2[CH:13]=[CH:12][N:11]=[C:10]3[N:14](S(C4C=CC=CC=4)(=O)=O)[C:15]([I:17])=[CH:16][C:9]=23)[CH:7]=1.[OH-].[Na+]>O1CCOCC1.C(OCC)(=O)C>[F:1][C:2]1[CH:3]=[CH:4][C:5]([O:27][CH3:28])=[C:6]([C:8]2[CH:13]=[CH:12][N:11]=[C:10]3[NH:14][C:15]([I:17])=[CH:16][C:9]=23)[CH:7]=1 |f:1.2|. Procedure: To a solution of Example 87B (4 g, 7.87 mmol) in 75 mL dioxane was added 6M aqueous sodium hydroxide (13.12 mL, 79 mmol). The mixture was heated at 100° C. for 1 hour, cooled, and reduced to half volume in vacuo. The residue was diluted with 50 mL ethyl acetate, washed with saturated sodium bicarbonate and brine, dried over magnesium sulfate, filtered, and concentrated to give the title compound. LCMS: 369.53 (M+H)+. The reactants are C(C1=CC=CC=C1)N (benzylamine), ClC=1C2=C(N=C(N1)C1=CC=NO1)SC(=C2)Cl (4-chloro-2-(isoxazol-5-yl)-6-chloro-thieno-[2,3-d]-pyrimidine). Product: O1N=CC=C1C=1N=C(C2=C(N1)SC(=C2)Cl)NCC2=CC=CC=C2 (2-(isoxazol-5-yl)-4-benzylamino-6-chloro-thieno-[2,3-d]-pyrimidine). Reaction SMILES: [CH2:1]([NH2:8])[C:2]1[CH:7]=[CH:6][CH:5]=[CH:4][CH:3]=1.Cl[C:10]1[C:11]2[CH:23]=[C:22]([Cl:24])[S:21][C:12]=2[N:13]=[C:14]([C:16]2[O:20][N:19]=[CH:18][CH:17]=2)[N:15]=1>>[O:20]1[C:16]([C:14]2[N:15]=[C:10]([NH:8][CH2:1][C:2]3[CH:7]=[CH:6][CH:5]=[CH:4][CH:3]=3)[C:11]3[CH:23]=[C:22]([Cl:24])[S:21][C:12]=3[N:13]=2)=[CH:17][CH:18]=[N:19]1. Procedure details: With the procedure of Example 1, the reaction of benzylamine with 4-chloro-2-(isoxazol-5-yl)-6-chloro-thieno-[2,3-d]-pyrimidine yields 2-(isoxazol-5-yl)-4-benzylamino-6-chloro-thieno-[2,3-d]-pyrimidine. Reactants: BrC=1N=CC=C2C1N(C=C2)S(=O)(=O)C2=CC=C(C=C2)OC (7-bromo-1-(4-methoxyphenylsulfonyl)-1H-pyrrolo[2,3-c]pyridine), C(=O)([O-])[O-].[K+].[K+] (K2CO3), C1(=CC=CC=C1)B(O)O (phenylboronic acid). The reagents and catalysts are [Pd].C1(=CC=CC=C1)P(C1=CC=CC=C1)C1=CC=CC=C1.C1(=CC=CC=C1)P(C1=CC=CC=C1)C1=CC=CC=C1.C1(=CC=CC=C1)P(C1=CC=CC=C1)C1=CC=CC=C1.C1(=CC=CC=C1)P(C1=CC=CC=C1)C1=CC=CC=C1 (tetrakis(triphenylphosphine) palladium). Run in C1(=CC=CC=C1)C (toluene), CCO (EtOH). Product: COC1=CC=C(C=C1)S(=O)(=O)N1C=CC=2C1=C(N=CC2)C2=CC=CC=C2 (1-(4-methoxy-benzenesulfonyl)-7-phenyl-1H-pyrrolo[2,3-c]pyridine). Isolated yield 26.7%. Reaction SMILES: Br[C:2]1[N:3]=[CH:4][CH:5]=[C:6]2[CH:10]=[CH:9][N:8]([S:11]([C:14]3[CH:19]=[CH:18][C:17]([O:20][CH3:21])=[CH:16][CH:15]=3)(=[O:13])=[O:12])[C:7]=12.C([O-])([O-])=O.[K+].[K+].[C:28]1(B(O)O)[CH:33]=[CH:32][CH:31]=[CH:30][CH:29]=1>C1(C)C=CC=CC=1.CCO.[Pd].C1(P(C2C=CC=CC=2)C2C=CC=CC=2)C=CC=CC=1.C1(P(C2C=CC=CC=2)C2C=CC=CC=2)C=CC=CC=1.C1(P(C2C=CC=CC=2)C2C=CC=CC=2)C=CC=CC=1.C1(P(C2C=CC=CC=2)C2C=CC=CC=2)C=CC=CC=1>[CH3:21][O:20][C:17]1[CH:18]=[CH:19][C:14]([S:11]([N:8]2[C:7]3=[C:2]([C:28]4[CH:33]=[CH:32][CH:31]=[CH:30][CH:29]=4)[N:3]=[CH:4][CH:5]=[C:6]3[CH:10]=[CH:9]2)(=[O:13])=[O:12])=[CH:15][CH:16]=1 |f:1.2.3,7.8.9.10.11|. Procedure: A solution of 3 (0.1 g, 0.273 mmol) in toluene (8 mL) was treated with tetrakis(triphenylphosphine) palladium (0.016 g, 0.014 mmol). An aqueous solution of K2CO3 (2 M, 1 mL) was then added, followed by a solution of phenylboronic acid (0.037 g, 0.3 mmol) in EtOH (5 mL). The resulting mixture was then refluxed for 24 h. The solvent was removed and the residue was purified by flash chromatography (EtOAc:n-hexane=2:3) to give Compound 6 (26.6 mg, 27%). Reactants: CC#N, COCCCOC(c1ccccc1F)C1CCCN(c2c(OC)c(=O)c2=O)C1, CC(C)(C)OC(=O)NCC(N)CC1CCCCC1. Yields the product COCCCOC(c1ccccc1F)C1CCCN(c2c(NC(CNC(=O)OC(C)(C)C)CC3CCCCC3)c(=O)c2=O)C1. Reaction SMILES: [CH3:47][C:48]#[N:49].[F:1][c:2]1[c:3]([CH:8]([CH:9]2[CH2:10][N:11]([c:15]3[c:16](=[O:22])[c:17](=[O:21])[c:18]3[O:19][CH3:20])[CH2:12][CH2:13][CH2:14]2)[O:23][CH2:24][CH2:25][CH2:26][O:27][CH3:28])[cH:4][cH:5][cH:6][cH:7]1.[NH2:29][CH:30]([CH2:31][NH:32][C:33]([O:34][C:35]([CH3:36])([CH3:37])[CH3:38])=[O:39])[CH2:40][CH:41]1[CH2:42][CH2:43][CH2:44][CH2:45][CH2:46]1>>[F:1][c:2]1[c:3]([CH:8]([CH:9]2[CH2:10][N:11]([c:15]3[c:16](=[O:22])[c:17](=[O:21])[c:18]3[NH:29][CH:30]([CH2:31][NH:32][C:33]([O:34][C:35]([CH3:36])([CH3:37])[CH3:38])=[O:39])[CH2:40][CH:41]3[CH2:42][CH2:43][CH2:44][CH2:45][CH2:46]3)[CH2:12][CH2:13][CH2:14]2)[O:23][CH2:24][CH2:25][CH2:26][O:27][CH3:28])[cH:4][cH:5][cH:6][cH:7]1.